Dataset: the Open Reaction Database (ORD), a public repository of structured organic reaction records. Task: describe an organic reaction: reactants, conditions, products, and yield Reactants: C(=O)([O-])[O-].[K+].[K+] (K2CO3), BrC=1N=C(C(=NC1)N(C(OC(C)(C)C)=O)C(=O)OC(C)(C)C)C=1OC(=NN1)C1=CC=C(C=C1)CBr (tert-butyl N-[5-bromo-3-[5-[4-(bromomethyl)phenyl]-1,3,4-oxadiazol-2-yl]pyrazin-2-yl]-N-tert-butoxycarbonyl-carbamate), CC1(OB(OC1(C)C)C=1CCN(CC1)C(=O)OC(C)(C)C)C (tert-butyl 4-(4,4,5,5-tetramethyl-1,3,2-dioxaborolan-2-yl)-3,6-dihydro-2H-pyridine-1-carboxylate), C(C)(C)(C)P(C1=CC=C(N(C)C)C=C1)C(C)(C)C (4-ditert-butylphosphanyl-N,N-dimethyl-aniline). The reagents and catalysts are Cl[Pd]Cl (dichloropalladium). Solvent: C1(=CC=CC=C1)C (toluene), O (water). Run at temperature 60 celsius. The product is C(C)(C)(C)OC(=O)N(C=1N=CC(=NC1C=1OC(=NN1)C1=CC=C(C=C1)CBr)C=1CCN(CC1)C(=O)OC(C)(C)C)C(=O)OC(C)(C)C (tert-butyl 4-[5-[bis(tert-butoxycarbonyl)amino]-6-[5-[4-(bromomethyl)phenyl]-1,3,4-oxadiazol-2-yl]pyrazin-2-yl]-3,6-dihydro-2H-pyridine-1-carboxylate). The yield is 59.8%. Reaction SMILES: Br[C:2]1[N:3]=[C:4]([C:23]2[O:24][C:25]([C:28]3[CH:33]=[CH:32][C:31]([CH2:34][Br:35])=[CH:30][CH:29]=3)=[N:26][N:27]=2)[C:5]([N:8]([C:16]([O:18][C:19]([CH3:22])([CH3:21])[CH3:20])=[O:17])[C:9](=[O:15])[O:10][C:11]([CH3:14])([CH3:13])[CH3:12])=[N:6][CH:7]=1.CC1(C)C(C)(C)OB([C:44]2[CH2:45][CH2:46][N:47]([C:50]([O:52][C:53]([CH3:56])([CH3:55])[CH3:54])=[O:51])[CH2:48][CH:49]=2)O1.C(P(C(C)(C)C)C1C=CC(N(C)C)=CC=1)(C)(C)C.C([O-])([O-])=O.[K+].[K+]>C1(C)C=CC=CC=1.Cl[Pd]Cl.O>[C:11]([O:10][C:9]([N:8]([C:16]([O:18][C:19]([CH3:21])([CH3:20])[CH3:22])=[O:17])[C:5]1[N:6]=[CH:7][C:2]([C:44]2[CH2:49][CH2:48][N:47]([C:50]([O:52][C:53]([CH3:56])([CH3:55])[CH3:54])=[O:51])[CH2:46][CH:45]=2)=[N:3][C:4]=1[C:23]1[O:24][C:25]([C:28]2[CH:33]=[CH:32][C:31]([CH2:34][Br:35])=[CH:30][CH:29]=2)=[N:26][N:27]=1)=[O:15])([CH3:13])([CH3:14])[CH3:12] |f:3.4.5|. Procedure: To a solution of tert-butyl N-[5-bromo-3-[5-[4-(bromomethyl)phenyl]-1,3,4-oxadiazol-2-yl]pyrazin-2-yl]-N-tert-butoxycarbonyl-carbamate (500 mg, 0.82 mmol) in toluene (4.4 mL)/water (484 μL) was added tert-butyl 4-(4,4,5,5-tetramethyl-1,3,2-dioxaborolan-2-yl)-3,6-dihydro-2H-pyridine-1-carboxylate (304 mg, 1.0 mmol) followed by the addition of 4-ditert-butylphosphanyl-N,N-dimethyl-aniline; dichloropalladium (58 mg, 0.082 mmol) and K2CO3 (226 mg, 1.6 mmol). The reaction mixture was heated at 60° C.... The reactants are OCC=1C=C(C=CC1)C1C(CN(CC1)C(=O)OC(C)(C)C)OCC1=CC2=CC=CC=C2C=C1 (tert-butyl (3RS,4RS)-4-(3-hydroxymethyl-phenyl)-3-(naphthalen-2-ylmethoxy)-piperidine-1-carboxylate), C(C1=CC=CC=C1)(=O)Cl (benzoyl chloride). Product: C(C1=CC=CC=C1)(=O)OCC=1C=C(C=CC1)C1C(CN(CC1)C(=O)OC(C)(C)C)OCC1=CC2=CC=CC=C2C=C1 (tert-butyl (3RS,4RS)-4-(3-benzoyloxymethyl-phenyl)-3-naphthalen-2-ylmethoxy-piperidine-1-carboxylate). As a reaction SMILES: [OH:1][CH2:2][C:3]1[CH:4]=[C:5]([CH:9]2[CH2:14][CH2:13][N:12]([C:15]([O:17][C:18]([CH3:21])([CH3:20])[CH3:19])=[O:16])[CH2:11][CH:10]2[O:22][CH2:23][C:24]2[CH:33]=[CH:32][C:31]3[C:26](=[CH:27][CH:28]=[CH:29][CH:30]=3)[CH:25]=2)[CH:6]=[CH:7][CH:8]=1.[C:34](Cl)(=[O:41])[C:35]1[CH:40]=[CH:39][CH:38]=[CH:37][CH:36]=1>>[C:34]([O:1][CH2:2][C:3]1[CH:4]=[C:5]([CH:9]2[CH2:14][CH2:13][N:12]([C:15]([O:17][C:18]([CH3:19])([CH3:21])[CH3:20])=[O:16])[CH2:11][CH:10]2[O:22][CH2:23][C:24]2[CH:33]=[CH:32][C:31]3[C:26](=[CH:27][CH:28]=[CH:29][CH:30]=3)[CH:25]=2)[CH:6]=[CH:7][CH:8]=1)(=[O:41])[C:35]1[CH:40]=[CH:39][CH:38]=[CH:37][CH:36]=1. Reported procedure: In an analogous manner to that described in Example 22(k), by acylating tert-butyl (3RS,4RS)-4-(3-hydroxymethyl-phenyl)-3-(naphthalen-2-ylmethoxy)-piperidine-1-carboxylate with benzoyl chloride there was obtained tert-butyl (3RS,4RS)-4-(3-benzoyloxymethyl-phenyl)-3-naphthalen-2-ylmethoxy-piperidine-1-carboxylate as a colourless oil; MS: 569 (M+NH4)+. Reactants: OC=1C(=C(C(=O)OC)C=CC1)OC (methyl 3-hydroxy-2-(methyloxy)benzoate), C([O-])([O-])=O.[K+].[K+] (potassium carbonate), C(C)#N (acetonitrile), BrCCOC (1-bromo-2-(methyloxy)ethane). The solvent is C(C)(=O)OCC (ethyl acetate). Yields the product COC1=C(C(=O)OC)C=CC=C1OCCOC (methyl 2-(methyloxy)-3-{[2-(methyloxy)ethyl]oxy}benzoate). The yield is 88.5%. Reaction SMILES: [OH:1][C:2]1[C:3]([O:12][CH3:13])=[C:4]([CH:9]=[CH:10][CH:11]=1)[C:5]([O:7][CH3:8])=[O:6].C(=O)([O-])[O-].[K+].[K+].C(#N)C.Br[CH2:24][CH2:25][O:26][CH3:27]>C(OCC)(=O)C>[CH3:13][O:12][C:3]1[C:2]([O:1][CH2:24][CH2:25][O:26][CH3:27])=[CH:11][CH:10]=[CH:9][C:4]=1[C:5]([O:7][CH3:8])=[O:6] |f:1.2.3|. Procedure: To a mixture of methyl 3-hydroxy-2-(methyloxy)benzoate (0.48 g, 2.6 mmol), potassium carbonate (0.73 g, 5.3 mmol) and acetonitrile (30 mL) was added 1-bromo-2-(methyloxy)ethane (0.37 mL, 4.0 mmol). The resulting mixture was heated at reflux 18 hours. After cooling to room temperature, the reaction mixture was diluted with ethyl acetate (100 mL), filtered and concentrated. The residue was then diluted with ethyl acetate (100 mL) and washed with 5% sodium hydroxide solution, water and brine (100 m... Starting materials: CCOC(=O)CCc1ccccc1CC#N, COCCO[Al+]OCCOC, CCOC(C)=O, [H-], [H-], [Na+], c1ccccc1. Yields the product N#CCc1ccccc1CCCO. RXN SMILES: [C:15](#[N:16])[CH2:17][c:18]1[c:19]([CH2:20][CH2:21][C:22](=[O:23])[O:24][CH2:25][CH3:26])[cH:27][cH:28][cH:29][cH:30]1.[CH3:2][O:3][CH2:4][CH2:5][O:6][Al+:7][O:8][CH2:9][CH2:10][O:11][CH3:12].[CH3:31][CH2:32][O:33][C:34](=[O:35])[CH3:36].[H-:14].[H-:1].[Na+:13].[cH:37]1[cH:38][cH:39][cH:40][cH:41][cH:42]1>>[C:15](#[N:16])[CH2:17][c:18]1[c:19]([CH2:20][CH2:21][CH2:22][OH:23])[cH:27][cH:28][cH:29][cH:30]1. Starting materials: CN(C)CC(SCCN)C=1N=CSC1 (2-(dimethylaminomethyl-4-thiazolylmethylthio)ethylamine), [N+](=O)([O-])NC1=NC=C(C(N1)=O)CC=1N=CN(C1)C(C1=CC=C(C=C1)OC)C1=CC=C(C=C1)OC (2-nitroamino-5-[1-(4,4'-dimethoxybenzhydryl)imidazol-4-ylmethyl]-4-pyrimidone). Solvent: C(C)O (ethanol). Product: CN(C)CC=1SC=C(N1)CSCCNC1=NC=C(C(N1)=O)CC=1N=CN(C1)C(C1=CC=C(C=C1)OC)C1=CC=C(C=C1)OC (2-[2-(2-dimethylaminomethyl-4-thiazolylmethylthio)ethyl]amino-5-[1-(4,4'-dimethoxybenzhydryl)imidazol-4-ylmethyl]-4-pyrimidone). Yield: 50.7%. Reaction SMILES: CN(C[CH:5]([C:10]1[N:11]=[CH:12][S:13][CH:14]=1)[S:6][CH2:7][CH2:8][NH2:9])C.[N+](N[C:19]1[NH:24][C:23](=[O:25])[C:22]([CH2:26][C:27]2[N:28]=[CH:29][N:30]([CH:32]([C:41]3[CH:46]=[CH:45][C:44]([O:47][CH3:48])=[CH:43][CH:42]=3)[C:33]3[CH:38]=[CH:37][C:36]([O:39][CH3:40])=[CH:35][CH:34]=3)[CH:31]=2)=[CH:21][N:20]=1)([O-])=O>C(O)C>[CH3:29][N:30]([CH2:32][C:12]1[S:13][CH:14]=[C:10]([CH2:5][S:6][CH2:7][CH2:8][NH:9][C:19]2[NH:24][C:23](=[O:25])[C:22]([CH2:26][C:27]3[N:28]=[CH:29][N:30]([CH:32]([C:33]4[CH:38]=[CH:37][C:36]([O:39][CH3:40])=[CH:35][CH:34]=4)[C:41]4[CH:46]=[CH:45][C:44]([O:47][CH3:48])=[CH:43][CH:42]=4)[CH:31]=3)=[CH:21][N:20]=2)[N:11]=1)[CH3:31]. Reported procedure: A solution of 2-(dimethylaminomethyl-4-thiazolylmethylthio)ethylamine (2.3 g) and 2-nitroamino-5-[1-(4,4'-dimethoxybenzhydryl)imidazol-4-ylmethyl]-4-pyrimidone (4.62 g) in ethanol (11 ml) was refluxed for 22 hours. Ethanol was evaporated from the solution and the residue chromatographed using HPLC. The appropriate fractions were combined and freed of solvents to give about 1.6 g of 2-[2-(2-dimethylaminomethyl-4-thiazolylmethylthio)ethyl]amino-5-[1-(4,4'-dimethoxybenzhydryl)imidazol-4-ylmethyl]-4... The reactants are CC(C)(C)[Si](C)(C)OCC(O)Cc1ccc2c(c1OCc1ccccc1)CCC2, CCO. The product is CC(C)(C)[Si](C)(C)OCC(O)Cc1ccc2c(c1O)CCC2. As a reaction SMILES: [CH2:1]([c:2]1[cH:3][cH:4][cH:5][cH:6][cH:7]1)[O:8][c:9]1[c:10]2[c:14]([cH:15][cH:16][c:17]1[CH2:18][CH:19]([CH2:20][O:21][Si:22]([CH3:23])([CH3:24])[C:25]([CH3:26])([CH3:27])[CH3:28])[OH:29])[CH2:13][CH2:12][CH2:11]2.[CH3:30][CH2:31][OH:32]>>[OH:8][c:9]1[c:10]2[c:14]([cH:15][cH:16][c:17]1[CH2:18][CH:19]([CH2:20][O:21][Si:22]([CH3:23])([CH3:24])[C:25]([CH3:26])([CH3:27])[CH3:28])[OH:29])[CH2:13][CH2:12][CH2:11]2. The reactants are ClC(C(=O)OCC)CC1=CC=C(C=C1)OCCC1(OC2=C(C(=C(C(=C2CC1)C)O)C)C)C (ethyl 2-chloro-3-{4-[2-(6-hydroxy-2,5,7,8-tetramethylchroman-2-yl)ethoxy]phenyl}propionate), NC(=S)N (thiourea), S1(=O)(=O)CCCC1 (sulfolane), crude product. The solvent is C(C)(=O)OCC (ethyl acetate). The product is OC=1C(=C2CCC(OC2=C(C1C)C)(C)CCOC1=CC=C(CC2C(NC(S2)=O)=O)C=C1)C (5-{4-[2-(6-hydroxy-2,5,7,8-tetramethylchroman-2-yl)ethoxy]benzyl}thiazolidine-2,4-dione). Reaction SMILES: Cl[CH:2]([CH2:8][C:9]1[CH:14]=[CH:13][C:12]([O:15][CH2:16][CH2:17][C:18]2([CH3:32])[CH2:27][CH2:26][C:25]3[C:20](=[C:21]([CH3:31])[C:22]([CH3:30])=[C:23]([OH:29])[C:24]=3[CH3:28])[O:19]2)=[CH:11][CH:10]=1)[C:3](OCC)=[O:4].[NH2:33][C:34](N)=[S:35].S1(CCCC1)(=O)=[O:38]>C(OCC)(=O)C>[OH:29][C:23]1[C:24]([CH3:28])=[C:25]2[C:20](=[C:21]([CH3:31])[C:22]=1[CH3:30])[O:19][C:18]([CH2:17][CH2:16][O:15][C:12]1[CH:13]=[CH:14][C:9]([CH2:8][CH:2]3[S:35][C:34](=[O:38])[NH:33][C:3]3=[O:4])=[CH:10][CH:11]=1)([CH3:32])[CH2:27][CH2:26]2. Procedure details: The procedure described in Example 1(a) was repeated, except that 13.5 g of ethyl 2-chloro-3-{4-[2-(6-hydroxy-2,5,7,8-tetramethylchroman-2-yl)ethoxy]phenyl}propionate, 4.4 g of thiourea and 20 ml of sulfolane were reacted for 14 hours at 110° C. The crude product was dissolved in ethyl acetate and the solution was washed with water and dried over anhydrous sodium sulfate. The solvent was then distilled off under reduced pressure and the resulting residue was purified by column chromatography thr... Starting materials: NC=1C=C(C=CC1)NC(=O)C=1N=NC2=CC=CC=C2C1O (N-(3-Amino-phenyl)-4-hydroxy-cinnoline-3-carboxamide), C(C)(=O)OC(C)=O (acetic anhydride), N1=CC=CC=C1 (pyridine). Solvent: ice water, CN(C=O)C (dimethylformamide). Product: C(C)(=O)NC=1C=C(C=CC1)NC(=O)C=1N=NC2=CC=CC=C2C1O (N-(3-acetylamino-phenyl)-4-hydroxy-cinnoline-3-carboxamide). As a reaction SMILES: [NH2:1][C:2]1[CH:3]=[C:4]([NH:8][C:9]([C:11]2[N:12]=[N:13][C:14]3[C:19]([C:20]=2[OH:21])=[CH:18][CH:17]=[CH:16][CH:15]=3)=[O:10])[CH:5]=[CH:6][CH:7]=1.[C:22](OC(=O)C)(=[O:24])[CH3:23].N1C=CC=CC=1>CN(C)C=O>[C:22]([NH:1][C:2]1[CH:3]=[C:4]([NH:8][C:9]([C:11]2[N:12]=[N:13][C:14]3[C:19]([C:20]=2[OH:21])=[CH:18][CH:17]=[CH:16][CH:15]=3)=[O:10])[CH:5]=[CH:6][CH:7]=1)(=[O:24])[CH3:23]. Reported procedure: N-(3-Amino-phenyl)-4-hydroxy-cinnoline-3-carboxamide (1 g) is reacted with acetic anhydride (5 ml) in dimethylformamide (50 ml) in the presence of pyridine (5 ml) at 80° C. for 2 hours. After cooling the reaction mixture is diluted with ice water and the precipitate is filtered and washed with water: washing with hot ethanol gives 0.75 g of N-(3-acetylamino-phenyl)-4-hydroxy-cinnoline-3-carboxamide. Reactants: FC1=CC=C(C=C1)N1C(CN(CC1)C(=O)OC(C)(C)C)=O (tert-butyl 4-(4-fluorophenyl)-3-oxopiperazine-1-carboxylate), Cl (hydrogenchloride), O1CCOCC1 (1,4-dioxane). Solvent: ClCCl (dichloromethane). Reaction conditions: temperature 25 celsius, time 3 hour. The product is Cl.FC1=CC=C(C=C1)N1C(CNCC1)=O (1-(4-fluorophenyl)piperazin-2-one hydrochloride). The yield is 77.0%. As a reaction SMILES: [F:1][C:2]1[CH:7]=[CH:6][C:5]([N:8]2[CH2:13][CH2:12][N:11](C(OC(C)(C)C)=O)[CH2:10][C:9]2=[O:21])=[CH:4][CH:3]=1.[ClH:22].O1CCOCC1>ClCCl>[ClH:22].[F:1][C:2]1[CH:3]=[CH:4][C:5]([N:8]2[CH2:13][CH2:12][NH:11][CH2:10][C:9]2=[O:21])=[CH:6][CH:7]=1 |f:4.5|. Procedure: To the solution of tert-butyl 4-(4-fluorophenyl)-3-oxopiperazine-1-carboxylate (2 g, 6.80 mmol) in dichloromethane (5 ml) was added slowly hydrogenchloride in 1,4-dioxane (16.99 ml, 68.0 mmol) at 0° C. and reaction was stirred for 3 h at 25° C. After completion of the reaction, the solvent was evaporated under reduced pressure to obtained salt was triturated with diethyl ether (2×10 ml) decanted it and dried to give 1-(4-fluorophenyl)piperazin-2-one hydrochloride (1.2 g, 5.20 mmol, 77%)